Task: describe an organic reaction: reactants, conditions, products, and yield. Dataset: the Open Reaction Database (ORD), a public repository of structured organic reaction records Starting materials: COc1ccccc1-c1ccc2c(c1)C(C(C)O)=CC(C)(C)N2C(=O)OC(C)(C)C, CC=CCBr, C[Si](C)(C)[N-][Si](C)(C)C, CS(C)=O, [Na+], O. Yields the product CC=CCOC(C)C1=CC(C)(C)N(C(=O)OC(C)(C)C)c2ccc(-c3ccccc3OC)cc21. RXN SMILES: [C:1]([CH3:2])([CH3:3])([CH3:4])[O:5][C:6](=[O:7])[N:8]1[C:9]([CH3:29])([CH3:30])[CH:10]=[C:11]([CH:26]([CH3:27])[OH:28])[c:12]2[cH:13][c:14](-[c:18]3[c:19]([O:24][CH3:25])[cH:20][cH:21][cH:22][cH:23]3)[cH:15][cH:16][c:17]21.[CH2:41]([CH:42]=[CH:43][CH3:44])[Br:45].[CH3:31][Si:32]([N-:33][Si:34]([CH3:35])([CH3:36])[CH3:37])([CH3:38])[CH3:39].[CH3:47][S:48]([CH3:49])=[O:50].[Na+:40].[OH2:46]>>[C:1]([CH3:2])([CH3:3])([CH3:4])[O:5][C:6](=[O:7])[N:8]1[C:9]([CH3:29])([CH3:30])[CH:10]=[C:11]([CH:26]([CH3:27])[O:28][CH2:41][CH:42]=[CH:43][CH3:44])[c:12]2[cH:13][c:14](-[c:18]3[c:19]([O:24][CH3:25])[cH:20][cH:21][cH:22][cH:23]3)[cH:15][cH:16][c:17]21. As a reaction SMILES: [Cl:1][C:2]1[CH:3]=[CH:4][C:5]([O:15][CH3:16])=[C:6]([C:8]2[N:9]=[C:10]([CH3:14])[S:11][C:12]=2[NH2:13])[CH:7]=1.[N:17]1[N:21]2[CH:22]=[CH:23][CH:24]=[N:25][C:20]2=[C:19]([C:26](Cl)=[O:27])[CH:18]=1>>[Cl:1][C:2]1[CH:3]=[CH:4][C:5]([O:15][CH3:16])=[C:6]([C:8]2[N:9]=[C:10]([CH3:14])[S:11][C:12]=2[NH:13][C:26]([C:19]2[CH:18]=[N:17][N:21]3[CH:22]=[CH:23][CH:24]=[N:25][C:20]=23)=[O:27])[CH:7]=1. Reported procedure: Using 4-(5-chloro-2-methoxyphenyl)-2-methylthiazol-5-amine and pyrazolo[1,5-a]pyrimidine-3-carbonyl chloride the title compound was synthesized following the synthetic procedures described for N-(2-(2-(tert-butyldimethylsilyloxy)-2-methylpropyl)-4-(5-chloro-2-methoxyphenyl)thiazol-5-yl)pyrazolo[1,5-a]pyrimidine-3-carboxamide with further purification by flash chromatography on silica gel (0 to 100% ethyl aceate in DCM) to give N-(4-(5-chloro-2-methoxyphenyl)-2-methylthiazol-5-yl)pyrazolo[1,5-a]p... Product: ClC=1C=CC(=C(C1)C=1N=C(SC1NC(=O)C=1C=NN2C1N=CC=C2)C)OC (N-(4-(5-chloro-2-methoxyphenyl)-2-methylthiazol-5-yl)pyrazolo[1,5-a]pyrimidine-3-carboxamide). The reactants are ClC=1C=CC(=C(C1)C=1N=C(SC1N)C)OC (4-(5-chloro-2-methoxyphenyl)-2-methylthiazol-5-amine), N1=CC(=C2N1C=CC=N2)C(=O)Cl (pyrazolo[1,5-a]pyrimidine-3-carbonyl chloride). Reactants: C1CC=COC1 (DHP), CC=1C=CC(=CC1)S(=O)(=O)O (PTSA), [Li]CCCC (BuLi), CI (MeI), C(CCCC#C)O (hex-5-yn-1-ol). Solvent: C(Cl)Cl (CH2Cl2), C1CCOC1 (THF), CCOCC (ether). Product: C(CCCCC#CC)=O (Oct-6-ynal), C(CCCC#CC)O (hept-5-yn-1-ol). Isolated yield 61.0%. As a reaction SMILES: [CH2:1]([OH:7])[CH2:2][CH2:3][CH2:4][C:5]#[CH:6].[CH2:8]1C[O:12]C=C[CH2:9]1.[CH3:14][C:15]1[CH:16]=[CH:17][C:18](S(O)(=O)=O)=[CH:19][CH:20]=1.[Li]CCCC.CI>CCOCC.C1COCC1.C(Cl)Cl>[CH:1](=[O:7])[CH2:2][CH2:3][CH2:4][CH2:5][C:6]#[C:8][CH3:9].[CH2:16]([OH:12])[CH2:17][CH2:18][CH2:19][C:20]#[C:15][CH3:14]. Reported procedure: Oct-6-ynal was synthesized according to the synthetic scheme of J. Yan, J. Zhu, J. J. Matasi, J. W. Herndon, J. Org. Chem. 1990, 55, 786 with additional THP-protection during the methylation step. Commercially available hex-5-yn-1-ol (15.2 g, 155 mmol) was protected (DHP, PTSA, CH2Cl2, 0° C.→room temp., 5 h), and subsequently methylated (1.6M BuLi, MeI, THF, −78° C.→room temp., 12 h). Cleavage of the THP ether (PPTS, MeOH, room temp., 12 h) afforded hept-5-yn-1-ol (10.6 g, 61%), which was mesyla... Starting materials: BrCc1ccccc1, O=C([O-])[O-], O=C1CCCc2c1cc(C(=O)O)n2Cc1ccc(Cl)c(Cl)c1, [K+], [K+], CN(C)C=O. Yields the product O=C1CCCc2c1cc(C(=O)OCc1ccccc1)n2Cc1ccc(Cl)c(Cl)c1. Reaction SMILES: [Br:23][CH2:24][c:25]1[cH:26][cH:27][cH:28][cH:29][cH:30]1.[C:31](=[O:32])([O-:33])[O-:34].[Cl:1][c:2]1[cH:3][c:4]([CH2:5][n:6]2[c:7]([C:16](=[O:17])[OH:18])[cH:8][c:9]3[c:14]2[CH2:13][CH2:12][CH2:11][C:10]3=[O:15])[cH:19][cH:20][c:21]1[Cl:22].[K+:35].[K+:36].[O:37]=[CH:38][N:39]([CH3:40])[CH3:41]>>[Cl:1][c:2]1[cH:3][c:4]([CH2:5][n:6]2[c:7]([C:16](=[O:17])[O:18][CH2:24][c:25]3[cH:26][cH:27][cH:28][cH:29][cH:30]3)[cH:8][c:9]3[c:14]2[CH2:13][CH2:12][CH2:11][C:10]3=[O:15])[cH:19][cH:20][c:21]1[Cl:22].